This data is from the Open Reaction Database (ORD), a public repository of structured organic reaction records. The task is: describe an organic reaction: reactants, conditions, products, and yield Starting materials: [Li]CCCC, CCOCC, C#CC(C)O, CCCCCC, C[Si](C)(C)Cl, O. Yields the product CC(O)C#C[Si](C)(C)C. Reaction SMILES: [CH2:11]([Li:12])[CH2:13][CH2:14][CH3:15].[CH2:6]([O:7][CH2:8][CH3:9])[CH3:10].[CH3:1][CH:2]([C:3]#[CH:4])[OH:5].[CH3:21][CH2:22][CH2:23][CH2:24][CH2:25][CH3:26].[Cl:16][Si:17]([CH3:18])([CH3:19])[CH3:20].[OH2:27]>>[CH3:1][CH:2]([C:3]#[C:4][Si:17]([CH3:18])([CH3:19])[CH3:20])[OH:5].